From a dataset of the Open Reaction Database (ORD), a public repository of structured organic reaction records. describe an organic reaction: reactants, conditions, products, and yield Run at temperature 0 celsius, time 20 minute. RXN SMILES: [Br:1][C:2]1[CH:8]=[CH:7][C:5]([NH2:6])=[CH:4][CH:3]=1.[C:9](OC(=O)C)(=[O:11])[CH3:10].O>CO>[C:9]([NH:6][C:5]1[CH:7]=[CH:8][C:2]([Br:1])=[CH:3][CH:4]=1)(=[O:11])[CH3:10]. Yield: 99.1%. Yields the product C(C)(=O)NC1=CC=C(C=C1)Br (N-acetyl-4-bromoaniline). Procedure details: In an atmosphere of argon, 25 g (145.3 mmols) of 4-bromoaniline was dissolved in 50 ml of methanol, and the solution obtained was cooled to 0° C., and thereafter 27.4 ml (2.0-fold equivalent weight) of acetic anhydride was dropwise added thereto. Thereafter, the solution obtained was restored to room temperature, and stirred for 20 minutes. To the reaction solution obtained, 250 ml of water was added, and a white solid deposited was collected by filtration, which was then washed with water, foll... Starting materials: C(C)(=O)OC(C)=O (acetic anhydride), BrC1=CC=C(N)C=C1 (4-bromoaniline), O (water). Run in CO (methanol). Product: O=[N+]([O-])c1cnc(C(F)(F)F)cc1O. Reactants: [Na+], [OH-], O, O=[N+]([O-])O, Oc1ccnc(C(F)(F)F)c1, O=S(=O)(O)O. RXN SMILES: [Na+:18].[OH-:17].[OH2:16].[OH:12][N+:13]([O-:14])=[O:15].[OH:1][c:2]1[cH:3][c:4]([C:8]([F:9])([F:10])[F:11])[n:5][cH:6][cH:7]1.[S:19](=[O:20])(=[O:21])([OH:22])[OH:23]>>[OH:1][c:2]1[cH:3][c:4]([C:8]([F:9])([F:10])[F:11])[n:5][cH:6][c:7]1[N+:13](=[O:12])[O-:14].